This data is from the Open Reaction Database (ORD), a public repository of structured organic reaction records. The task is: describe an organic reaction: reactants, conditions, products, and yield The reactants are ClC1=NC(=CC(=C1)C(F)(F)F)C (2-chlor-6-methyl-4-(trifluormethyl)pyridine), COC=1C=C(C=CC1N1C=NC(=C1)C)N (3-methoxy-4-(4-methyl-imidazol-1-yl)-phenylamine). The solvent is ClCCl.CO (dichloromethane methanol). Product: COC=1C=C(C=CC1N1C=NC(=C1)C)NC1=NC(=CC(=C1)C(F)(F)F)C ([3-Methoxy-4-(4-methyl-imidazol-1-yl)-phenyl]-(6-methyl-4-trifluoromethyl-pyridin-2-yl)-amine). RXN SMILES: Cl[C:2]1[CH:7]=[C:6]([C:8]([F:11])([F:10])[F:9])[CH:5]=[C:4]([CH3:12])[N:3]=1.[CH3:13][O:14][C:15]1[CH:16]=[C:17]([NH2:27])[CH:18]=[CH:19][C:20]=1[N:21]1[CH:25]=[C:24]([CH3:26])[N:23]=[CH:22]1>ClCCl.CO>[CH3:13][O:14][C:15]1[CH:16]=[C:17]([NH:27][C:2]2[CH:7]=[C:6]([C:8]([F:11])([F:10])[F:9])[CH:5]=[C:4]([CH3:12])[N:3]=2)[CH:18]=[CH:19][C:20]=1[N:21]1[CH:25]=[C:24]([CH3:26])[N:23]=[CH:22]1 |f:2.3|. Procedure: The title compound was prepared in analogous manner as described in example 1e) from 2-chlor-6-methyl-4-(trifluormethyl)pyridine (59 mg, 0.3 mmol) and 3-methoxy-4-(4-methyl-imidazol-1-yl)-phenylamine (61 mg, 0.3 mmol). The reaction was heated for 16 h to reflux. Obtained as a pale-yellow solid (75 mg 69%) after column chromatography of the crude reaction product on silica gel using dichloromethane/methanol (19:1 v/v) as eluent. Starting materials: C(C)(C)(C)OC(=O)N1[C@@H](CN([C@H](C1)COC)CC(=O)N1CC(C=2C1=NC(=CC2)CC2=CC=CC=C2)(C)C)C ((2R,5R)-4-[2-(6-Benzyl-3,3-dimethyl-2,3-dihydro-pyrrolo[2,3-b]pyridin-1-yl)-2-oxo-ethyl]-5-methoxymethyl-2-methyl-piperazine-1-carboxylic acid tert-butyl ester), C(Cl)Cl (DCM), C(=O)(C(F)(F)F)O (TFA). Yields the product Cl.C(C1=CC=CC=C1)C1=CC=C2C(=N1)N(CC2(C)C)C(CN2[C@H](CN[C@@H](C2)C)COC)=O (1-(6-Benzyl-3,3-dimethyl-2,3-dihydro-pyrrolo[2,3-b]pyridin-1-yl)-2-((2R,5R)-2-methoxymethyl-5-methyl-piperazin-1-yl)-ethanone hydrochloride). Reported procedure: (2R,5R)-4-[2-(6-Benzyl-3,3-dimethyl-2,3-dihydro-pyrrolo[2,3-b]pyridin-1-yl)-2-oxo-ethyl]-5-methoxymethyl-2-methyl-piperazine-1-carboxylic acid tert-butyl ester (200 mg, 0.38 mmol) was dissolved in DCM (10 mL) and placed under a nitrogen atmosphere. TFA (2 mL) was added to the reaction which was stirred at room temperature for 40 minutes. The reaction was concentrated in vacuo. The residue was partitioned between DCM (100 mL) and aqueous sodium hydrogen carbonate (100 mL). The layers were separat... Run at time 40 minute. RXN SMILES: C(OC([N:8]1[CH2:13][C@H:12]([CH2:14][O:15][CH3:16])[N:11]([CH2:17][C:18]([N:20]2[C:24]3=[N:25][C:26]([CH2:29][C:30]4[CH:35]=[CH:34][CH:33]=[CH:32][CH:31]=4)=[CH:27][CH:28]=[C:23]3[C:22]([CH3:37])([CH3:36])[CH2:21]2)=[O:19])[CH2:10][C@H:9]1[CH3:38])=O)(C)(C)C.C(O)(C(F)(F)F)=O.C(Cl)[Cl:47]>>[ClH:47].[CH2:29]([C:26]1[N:25]=[C:24]2[N:20]([C:18](=[O:19])[CH2:17][N:11]3[CH2:10][C@@H:9]([CH3:38])[NH:8][CH2:13][C@@H:12]3[CH2:14][O:15][CH3:16])[CH2:21][C:22]([CH3:36])([CH3:37])[C:23]2=[CH:28][CH:27]=1)[C:30]1[CH:31]=[CH:32][CH:33]=[CH:34][CH:35]=1 |f:3.4|. Reactants: NC1=CC=CC=C1 (aniline), ICCCCCC (1-iodohexane), C(=O)([O-])[O-].[K+].[K+] (K2CO3). The solvent is CCO (EtOH). Yields the product C(CCCCC)N(C1=CC=CC=C1)CCCCCC (N,N-Dihexylaniline). Reaction SMILES: [NH2:1][C:2]1[CH:7]=[CH:6][CH:5]=[CH:4][CH:3]=1.I[CH2:9][CH2:10][CH2:11][CH2:12][CH2:13][CH3:14].C([O-])([O-])=O.[K+].[K+]>CCO>[CH2:9]([N:1]([CH2:6][CH2:7][CH2:2][CH2:3][CH2:4][CH3:5])[C:2]1[CH:7]=[CH:6][CH:5]=[CH:4][CH:3]=1)[CH2:10][CH2:11][CH2:12][CH2:13][CH3:14] |f:2.3.4|. Reported procedure: A mixture of aniline (5.90 ml, 6.47×10−2 mol), 1-iodohexane (20.0 ml, 0.136 mol) and K2CO3 (18.80 g, 0.136 mol) in 80 ml of EtOH was refluxed for 27 h under Ar. The precipitate was filtered off and washed with CH2Cl2. The filtrate was washed with water and dried over Na2SO4. The residue was chromatographed on silica gel with 4:1 hexane:CHCl3 as the eluent. Yield=14.735 g (87% based on 5.90 ml of aniline). 1H NMR (250 MHz, CDCl3): δ 7.20 (dd, 2H, J=7.1, 8.8 Hz, Ph), 6.57-6.66 (m, 3H, Ph), 3.24 (t...